From a dataset of the Open Reaction Database (ORD), a public repository of structured organic reaction records. describe an organic reaction: reactants, conditions, products, and yield Reactants: C(C)OC(CC(=O)C1=CC(=C(C=C1)OC)C)=O (3-(4-methoxy-3-methyl-phenyl)-3-oxo-propionic acid ethyl ester), CNN (N-methyl hydrazine). Solvent: C1(=CC=CC=C1)C (toluene). Product: OC1=CC(=NN1C)C1=CC(=C(C=C1)OC)C (5-hydroxy-3-(4-methoxy-3-methyl-phenyl)-1-methyl-1H-pyrazole). Yield: 68.0%. RXN SMILES: C([O:3][C:4](=O)[CH2:5][C:6]([C:8]1[CH:13]=[CH:12][C:11]([O:14][CH3:15])=[C:10]([CH3:16])[CH:9]=1)=O)C.[CH3:18][NH:19][NH2:20]>C1(C)C=CC=CC=1>[OH:3][C:4]1[N:19]([CH3:18])[N:20]=[C:6]([C:8]2[CH:13]=[CH:12][C:11]([O:14][CH3:15])=[C:10]([CH3:16])[CH:9]=2)[CH:5]=1. Procedure details: At room temperature, to a mixture of 3-(4-methoxy-3-methyl-phenyl)-3-oxo-propionic acid ethyl ester (described in Reference Preparation example 89) 14.8 g and toluene 100 ml was added N-methyl hydrazine 29 g, and the resulting mixture was stirred for twelve hours. The toluene was distilled off. At room temperature, to the reaction mixture was added water 100 ml and the resulting mixture was acidified with 10% aqueous hydrochloric acid solution and was stirred for three hours. The precipitates we...